Dataset: the Open Reaction Database (ORD), a public repository of structured organic reaction records. Task: describe an organic reaction: reactants, conditions, products, and yield Reactants: FC=1C=C2C(CC(OC2=CC1)C1=CC=CC=C1)=O (6-fluoro-flavanone), P(=O)(Cl)(Cl)Cl (phosphorous oxychloride), CN(C=O)C (dimethylformamide). Conditions: time 1 hour. The product is ClC1=C(C(OC2=CC=C(C=C12)F)C1=CC=CC=C1)C=O (4-chloro-6-fluoro-3-formyl-flav-3-ene). As a reaction SMILES: [F:1][C:2]1[CH:3]=[C:4]2[C:9](=[CH:10][CH:11]=1)[O:8][CH:7]([C:12]1[CH:17]=[CH:16][CH:15]=[CH:14][CH:13]=1)[CH2:6][C:5]2=O.P(Cl)(Cl)([Cl:21])=O.CN(C)[CH:26]=[O:27]>>[Cl:21][C:5]1[C:4]2[C:9](=[CH:10][CH:11]=[C:2]([F:1])[CH:3]=2)[O:8][CH:7]([C:12]2[CH:17]=[CH:16][CH:15]=[CH:14][CH:13]=2)[C:6]=1[CH:26]=[O:27]. Procedure: As in example 1, but using 10 g 6-fluoro-flavanone, 100 ml dimethylformamide and 15 ml phosphorous oxychloride. Reaction time is one hour and a half at 50° C. After hydrolysis a precipitate formed which is filtered, washed with water and dried over phosphorous pentoxyde. The residual solid is recrystallised in hexane and pure yellow crystalline 4-chloro-6-fluoro-3-formyl-flav-3-ene is obtained; m.p. 74°-75° C. Reactants: ClC1=CC=C(OCCNC2=C(C=CC=C2)NS(=O)(=O)C2=CC=C(C=C2)Cl)C=C1 (N-[2-(4-Chlorophenoxy)ethyl]-N′-(4-chlorobenzenesulfonyl)-o-phenylenediamine), C1(=CC=CC=C1)P(C1=CC=CC=C1)C1=CC=CC=C1 (triphenylphosphine), CN(C)CCO (dimethylaminoethanol), resultant solution, N(=NC(=O)OC(C)C)C(=O)OC(C)C (diisopropyl azodicarboxylate). Run in O1CCCC1 (tetrahydrofuran). Product: ClC1=CC=C(C=C1)S(=O)(=O)N(C1=C(C=CC=C1)NCCOC1=CC=C(C=C1)Cl)CCN(C)C (N-(4-Chlorobenzenesulfonyl)-N-(2-dimethylaminoethyl)-N′-[2-(4-chlorophenoxy)ethyl]-o-phenylenediamine). Yield: 59.6%. RXN SMILES: [Cl:1][C:2]1[CH:28]=[CH:27][C:5]([O:6][CH2:7][CH2:8][NH:9][C:10]2[CH:15]=[CH:14][CH:13]=[CH:12][C:11]=2[NH:16][S:17]([C:20]2[CH:25]=[CH:24][C:23]([Cl:26])=[CH:22][CH:21]=2)(=[O:19])=[O:18])=[CH:4][CH:3]=1.C1(P(C2C=CC=CC=2)C2C=CC=CC=2)C=CC=CC=1.[CH3:48][N:49]([CH2:51][CH2:52]O)[CH3:50].N(C(OC(C)C)=O)=NC(OC(C)C)=O>O1CCCC1>[Cl:26][C:23]1[CH:22]=[CH:21][C:20]([S:17]([N:16]([CH2:52][CH2:51][N:49]([CH3:50])[CH3:48])[C:11]2[CH:12]=[CH:13][CH:14]=[CH:15][C:10]=2[NH:9][CH2:8][CH2:7][O:6][C:5]2[CH:4]=[CH:3][C:2]([Cl:1])=[CH:28][CH:27]=2)(=[O:18])=[O:19])=[CH:25][CH:24]=1. Procedure: The product of Example 1 (10.71 g), triphenylphosphine (9.63 g), and dimethylaminoethanol (3.27 g) were dissolved in tetrahydrofuran (60 ml). To the resultant solution diisopropyl azodicarboxylate (7.43 g) was added dropwise over 30 min with stirring on ice. After completion of dropwise addition of the solution, the mixture was further stirred for one hour at room temperature and the solvent was removed under reduced pressure. The residue was purified through two steps: NH silica gel column chro... The reactants are CS(=O)(=O)C1=NN=C(S1)C=1C=C2C(=CN(C2=CC1)C(=O)OC(C)(C)C)C1=NC(=CC=C1)N1CCOCC1 (tert-butyl 5-(5-(methylsulfonyl)-1,3,4-thiadiazol-2-yl)-3-(6-morpholinopyridin-2-yl)-1H-indole-1-carboxylate), [BH4-].[Na+] (sodium borohydride), CC(=O)O (HOAc). Run in CCO (EtOH). Conditions: time 2 hour. The product is O1CCN(CC1)C1=CC=CC(=N1)C1=CN(C2=CC=C(C=C12)C=1SC=NN1)C(=O)OC(C)(C)C (tert-butyl 3-(6-morpholinopyridin-2-yl)-5-(1,3,4-thiadiazol-2-yl)-1H-indole-1-carboxylate). As a reaction SMILES: CS([C:5]1[S:9][C:8]([C:10]2[CH:11]=[C:12]3[C:16](=[CH:17][CH:18]=2)[N:15]([C:19]([O:21][C:22]([CH3:25])([CH3:24])[CH3:23])=[O:20])[CH:14]=[C:13]3[C:26]2[CH:31]=[CH:30][CH:29]=[C:28]([N:32]3[CH2:37][CH2:36][O:35][CH2:34][CH2:33]3)[N:27]=2)=[N:7][N:6]=1)(=O)=O.[BH4-].[Na+].CC(O)=O>CCO>[O:35]1[CH2:36][CH2:37][N:32]([C:28]2[N:27]=[C:26]([C:13]3[C:12]4[C:16](=[CH:17][CH:18]=[C:10]([C:8]5[S:9][CH:5]=[N:6][N:7]=5)[CH:11]=4)[N:15]([C:19]([O:21][C:22]([CH3:25])([CH3:24])[CH3:23])=[O:20])[CH:14]=3)[CH:31]=[CH:30][CH:29]=2)[CH2:33][CH2:34]1 |f:1.2|. Procedure: To a solution of tert-butyl 5-(5-(methylsulfonyl)-1,3,4-thiadiazol-2-yl)-3-(6-morpholinopyridin-2-yl)-1H-indole-1-carboxylate (100 mg, 0.185 mmol) in EtOH was added sodium borohydride (20.95 mg, 0.554 mmol). The reaction was stirred for 2 h, neutralized with HOAc then the solvent was removed to give the crude material. MS (ESI, pos. ion) m/z: 464 (M+1). Reactants: COC(=O)c1cc(Cl)ccc1NC(=O)COCC(=O)O, Fc1ccc(CNCc2ccc(F)cc2)cc1. Product: COC(=O)c1cc(Cl)ccc1NC(=O)COCC(=O)N(Cc1ccc(F)cc1)Cc1ccc(F)cc1. RXN SMILES: [Cl:1][c:2]1[cH:3][c:4]([C:17](=[O:18])[O:19][CH3:20])[c:5]([NH:8][C:9]([CH2:10][O:11][CH2:12][C:13](=[O:14])[OH:15])=[O:16])[cH:6][cH:7]1.[F:21][c:22]1[cH:23][cH:24][c:25]([CH2:26][NH:27][CH2:28][c:29]2[cH:30][cH:31][c:32]([F:35])[cH:33][cH:34]2)[cH:36][cH:37]1>>[Cl:1][c:2]1[cH:3][c:4]([C:17](=[O:18])[O:19][CH3:20])[c:5]([NH:8][C:9]([CH2:10][O:11][CH2:12][C:13](=[O:15])[N:27]([CH2:26][c:25]2[cH:24][cH:23][c:22]([F:21])[cH:37][cH:36]2)[CH2:28][c:29]2[cH:30][cH:31][c:32]([F:35])[cH:33][cH:34]2)=[O:16])[cH:6][cH:7]1. Reactants: CC(=O)N1C(C)(C)CC(O)CC1(C)C, CCC(C)=O, O=C(Cl)Cl. Product: CC(=O)N1C(C)(C)CC(OC(=O)Cl)CC1(C)C, Cl. Reaction SMILES: [C:1]([CH3:2])(=[O:3])[N:4]1[C:5]([CH3:13])([CH3:14])[CH2:6][CH:7]([OH:12])[CH2:8][C:9]1([CH3:10])[CH3:11].[CH2:19]([C:20]([CH3:21])=[O:22])[CH3:23].[Cl:15][C:16]([Cl:17])=[O:18]>>[C:1]([CH3:2])(=[O:3])[N:4]1[C:5]([CH3:13])([CH3:14])[CH2:6][CH:7]([O:12][C:16]([Cl:17])=[O:18])[CH2:8][C:9]1([CH3:10])[CH3:11].[ClH:15]. Starting materials: C1(CCC(=O)O1)=O (succinic anhydride), NC1=NC=CC=N1 (2-aminopyrimidine), CC(=O)C (acetone). Run in C1(=CC=CC=C1)C (toluene). Run at temperature 85 celsius. Yields the product CC1=C(C(=O)C=CN1C)O (HK-1). The yield is 32.0%. RXN SMILES: [C:1]1(=[O:7])O[C:4](=O)[CH2:3][CH2:2]1.N[C:9]1N=C[CH:12]=[CH:11][N:10]=1.CC(C)=[O:17]>C1(C)C=CC=CC=1>[CH3:12][C:11]1[N:10]([CH3:9])[CH:4]=[CH:3][C:2](=[O:17])[C:1]=1[OH:7]. Procedure details: Referring to FIG. 3, to 42.0 g (0.42 mol) of succinic anhydride (17) dissolved in 300 mL of toluene was added 20 g (0.21 mol) of 2-aminopyrimidine (21), (0.21 mol) dissolved in 200 mL of acetone, and the mixture was heated to 85° C. for 3 days. After cooling to r.t. (room temperature), the product precipitated and was filtrated and washed with toluene. The filtrate was dried in vacuo, and the dried product was then dissolved in 300 mL of anhydrous Ac2O and again heated to 85° C. for 3 hrs. After... The reactants are CN(C)C1(c2ccccc2)CCC(=CC(=O)NCc2ccc(F)cc2)CC1, CCC(C)=O, C[Si](C)(C)Cl. Product: CN(C)C1(c2ccccc2)CCC(=CC(=O)NCc2ccc(F)cc2)CC1, Cl. As a reaction SMILES: [CH3:1][N:2]([C:3]1([c:21]2[cH:22][cH:23][cH:24][cH:25][cH:26]2)[CH2:4][CH2:5][C:6](=[CH:9][C:10](=[O:11])[NH:12][CH2:13][c:14]2[cH:15][cH:16][c:17]([F:20])[cH:18][cH:19]2)[CH2:7][CH2:8]1)[CH3:27].[CH3:33][C:34]([CH2:35][CH3:36])=[O:37].[Cl:28][Si:29]([CH3:30])([CH3:31])[CH3:32]>>[CH3:1][N:2]([C:3]1([c:21]2[cH:22][cH:23][cH:24][cH:25][cH:26]2)[CH2:4][CH2:5][C:6](=[CH:9][C:10](=[O:11])[NH:12][CH2:13][c:14]2[cH:15][cH:16][c:17]([F:20])[cH:18][cH:19]2)[CH2:7][CH2:8]1)[CH3:27].[ClH:28].